Task: describe an organic reaction: reactants, conditions, products, and yield. Dataset: the Open Reaction Database (ORD), a public repository of structured organic reaction records Reactants: CC(=O)NC(Cc1ccccc1)CC(O)C(Cc1ccccc1)N(Cc1ccccc1)Cc1ccccc1, CCCCO, Cl, [Na+], [OH-]. Product: NC(Cc1ccccc1)CC(O)C(Cc1ccccc1)N(Cc1ccccc1)Cc1ccccc1. As a reaction SMILES: [CH2:2]([c:3]1[cH:4][cH:5][cH:6][cH:7][cH:8]1)[N:9]([CH2:10][c:11]1[cH:12][cH:13][cH:14][cH:15][cH:16]1)[CH:17]([CH2:18][c:19]1[cH:20][cH:21][cH:22][cH:23][cH:24]1)[CH:25]([CH2:26][CH:27]([CH2:28][c:29]1[cH:30][cH:31][cH:32][cH:33][cH:34]1)[NH:35][C:36](=[O:37])[CH3:38])[OH:39].[CH2:42]([OH:43])[CH2:44][CH2:45][CH3:46].[ClH:1].[Na+:41].[OH-:40]>>[CH2:2]([c:3]1[cH:4][cH:5][cH:6][cH:7][cH:8]1)[N:9]([CH2:10][c:11]1[cH:12][cH:13][cH:14][cH:15][cH:16]1)[CH:17]([CH2:18][c:19]1[cH:20][cH:21][cH:22][cH:23][cH:24]1)[CH:25]([CH2:26][CH:27]([CH2:28][c:29]1[cH:30][cH:31][cH:32][cH:33][cH:34]1)[NH2:35])[OH:39]. Starting materials: CC1(C(=CC(O1)=O)N1CCCC1)C (5,5-dimethyl-4-pyrrolidin-1-ylfuran-2(5H)-one), CO (MeOH). Run in Cl (HCl). Run at temperature 88 celsius. The product is OC1=CC(OC1(C)C)=O (4-hydroxy-5,5-dimethyl-5H-furan-2-one). Reaction SMILES: [CH3:1][C:2]1([CH3:13])[O:6][C:5](=[O:7])[CH:4]=[C:3]1N1CCCC1.C[OH:15]>Cl>[OH:15][C:3]1[C:2]([CH3:13])([CH3:1])[O:6][C:5](=[O:7])[CH:4]=1. Procedure: A suspension of 5,5-dimethyl-4-pyrrolidin-1-ylfuran-2(5H)-one (535 mg) in a mixture of MeOH (2 mL) and 5M HCl (8 mL) was heated at 88° C. for 2 hours. The mixture was cooled to room temp., extracted with CHCl3 (10×15 mL), combined, dried over Na2SO4, and evaporated to dryness to give 4-hydroxy-5,5-dimethyl-5H-furan-2-one as light brown solid. Yield: 359 mg, 95%. Reactants: CC1(OB(OC1(C)C)C=1C=C2C=CC(=CC2=CC1)NC(=O)C1=CSC=C1)C (N-(6-(4,4,5,5-tetramethyl-1,3,2-dioxaborolan-2-yl)naphthalen-2-yl)thiophene-3-carboxamide), BrC1=C2C=CN=C(C2=CC=C1)NCCCN(C)C (5-bromo-N-(3(dimethylamino)propyl) isoquinolin-1-amine), C([O-])([O-])=O.[K+].[K+] (Potassium Carbonate). Solvent: C(Cl)Cl (DCM), O (H2O), O1CCOCC1 (1,4-Dioxane). Run at time 10 minute. Yields the product CN(CCCNC1=NC=CC2=C(C=CC=C12)C=1C=C2C=CC(=CC2=CC1)NC(=O)C1=CSC=C1)C (N-(6-(1-(3-(dimethylamino)propylamino)isoquinolin-5-yl)naphthalen-2-yl)thiophene-3-carboxamide). The yield is 40.0%. Reaction SMILES: Br[C:2]1[CH:11]=[CH:10][CH:9]=[C:8]2[C:3]=1[CH:4]=[CH:5][N:6]=[C:7]2[NH:12][CH2:13][CH2:14][CH2:15][N:16]([CH3:18])[CH3:17].CC1(C)C(C)(C)OB([C:27]2[CH:28]=[C:29]3[C:34](=[CH:35][CH:36]=2)[CH:33]=[C:32]([NH:37][C:38]([C:40]2[CH:44]=[CH:43][S:42][CH:41]=2)=[O:39])[CH:31]=[CH:30]3)O1.C(=O)([O-])[O-].[K+].[K+]>O1CCOCC1.C(Cl)Cl.O>[CH3:17][N:16]([CH3:18])[CH2:15][CH2:14][CH2:13][NH:12][C:7]1[C:8]2[C:3](=[C:2]([C:27]3[CH:28]=[C:29]4[C:34](=[CH:35][CH:36]=3)[CH:33]=[C:32]([NH:37][C:38]([C:40]3[CH:44]=[CH:43][S:42][CH:41]=3)=[O:39])[CH:31]=[CH:30]4)[CH:11]=[CH:10][CH:9]=2)[CH:4]=[CH:5][N:6]=1 |f:2.3.4|. Reported procedure: To a microwave vial containing 5-bromo-N-(3(dimethylamino)propyl) isoquinolin-1-amine (Step 5, 0.055 g, 0.2 mmol) in 1,4-Dioxane (2 mL), was added N-(6-(4,4,5,5-tetramethyl-1,3,2-dioxaborolan-2-yl)naphthalen-2-yl)thiophene-3-carboxamide (0.100 g, 0.3 mmol), Fibrecat catalyst (0.005 g, 5% by wt.), along with 2 M Potassium Carbonate (0.5 mL, 1 mmol). The reaction mixture was placed into CEM Microwave for 10 minutes at 80° C., while supplying 60 Watts of energy via power-max. The mixture was dilute... Starting materials: ClC1N(C(=NC(=N1)C1CC1)C1CC1)N (2-chloro-4,6-bis-cyclopropyl-amino-s-triazine), C1(CC1)N (cyclopropylamine). Solvent: O1CCOCC1 (dioxan). Reaction conditions: temperature 140 celsius. The product is C1(CC1)NC1=NC(=NC(=N1)NC1CC1)NC1CC1 (2,4,6-Tris-cyclopropylamino-s-triazine). As a reaction SMILES: Cl[CH:2]1[N:7]=[C:6](C2CC2)[N:5]=[C:4](C2CC2)[N:3]1N.[CH:15]1([NH2:18])[CH2:17][CH2:16]1>O1CCOCC1>[CH:15]1([NH:18][C:2]2[N:3]=[C:4]([NH:18][CH:15]3[CH2:17][CH2:16]3)[N:5]=[C:6]([NH:18][CH:15]3[CH2:17][CH2:16]3)[N:7]=2)[CH2:17][CH2:16]1. Procedure: A mixture of 20 g of 2-chloro-4,6-bis-cyclopropyl-amino-s-triazine, 10.1 g of cyclopropylamine and 80 ml of dioxan is heated at 140° C. in an autoclave for 22 hours. The reaction mixture is concentrated in vacuo to half its volume and 300 ml of water are added. The mixture is extracted with ethyl acetate, the product phase is dried over sodium sulfate and the solvents are removed in vacuo. The residue is recrystallised from dioxan/petroleum ether; melting point 75°-77° C.